From a dataset of the Open Reaction Database (ORD), a public repository of structured organic reaction records. describe an organic reaction: reactants, conditions, products, and yield As a reaction SMILES: C(OC([N:8]1[CH2:13][CH2:12][N:11]([C:14]2[CH:19]=[C:18]([CH:20]3[CH2:24][CH2:23][O:22][CH2:21]3)[N:17]=[C:16]([NH2:25])[N:15]=2)[CH2:10][CH2:9]1)=O)(C)(C)C.Cl>C(O)=O.CO>[N:11]1([C:14]2[CH:19]=[C:18]([CH:20]3[CH2:24][CH2:23][O:22][CH2:21]3)[N:17]=[C:16]([NH2:25])[N:15]=2)[CH2:12][CH2:13][NH:8][CH2:9][CH2:10]1. Solvent: CO (MeOH), C(=O)O (formic acid). Yield: 68.8%. Product: N1(CCNCC1)C1=NC(=NC(=C1)C1COCC1)N (4-piperazin-1-yl-6-(tetrahydro-furan-3-yl)-pyrimidin-2-ylamine). Procedure details: A solution of 4-[2-amino-6-(tetrahydro-furan-3-yl)-pyrimidin-4-yl]-piperazine-1-carboxylic acid tert-butyl ester (600 mg, 1.72 mmol) in formic acid (10 mL) was treated with 6.0 N HCl (2 mL) and stirred for 2 h at rt. The mixture was diluted with MeOH (10 mL) and concentrated. This process was repeated twice, yielding 295 mg of a white solid as the hydrochloride salt. The crude material was chromatographed (2 M NH3 in MeOH/CH2Cl2) to afford 133 mg (50%) of the free base as an off-white solid. MS ... Run at time 2 hour. Starting materials: C(C)(C)(C)OC(=O)N1CCN(CC1)C1=NC(=NC(=C1)C1COCC1)N (4-[2-amino-6-(tetrahydro-furan-3-yl)-pyrimidin-4-yl]-piperazine-1-carboxylic acid tert-butyl ester), Cl (HCl). Reactants: ClCCl (dichloromethane), [N+](=O)([O-])C1=CC=C2COC(=O)C2=C1 (6-nitrophtalide), BrBr (bromine), OO (hydrogen peroxide), solution, OO (hydrogen peroxide). Run in O (water). Product: [N+](=O)([O-])C1=CC=C2C(OC(C2=C1)=O)Br (6-nitro-3-bromo-3H-isobenzofuran-1-one). Reaction SMILES: ClCCl.[N+:4]([C:7]1[CH:16]=[C:15]2[C:10]([CH2:11][O:12][C:13]2=[O:14])=[CH:9][CH:8]=1)([O-:6])=[O:5].[Br:17]Br.OO>O>[N+:4]([C:7]1[CH:16]=[C:15]2[C:10]([CH:11]([Br:17])[O:12][C:13]2=[O:14])=[CH:9][CH:8]=1)([O-:6])=[O:5]. Procedure details: To 125 ml of a dichloromethane solution of 6-nitrophtalide (8.0 g, 0.047 mol), bromine (8.25 g, 0.052 mol, 1.15 eq) and hydrogen peroxide (5.07 g of a 35% solution in water, equivalent to 1.77 of hydrogen peroxide, 0.052 mol, 1.15 eq) were added. The mixture was gently refluxed for 11 hours, then cooled down and concentrated by solvent evaporation. The aqueous layer was separated, and the organic phase washed with water before drying up (Na2SO4). The reactants are NC1=CC=C2C(=N1)C(=CN2)C2CCN(CC2)C (5-amino-3-(1-methylpiperidin-4-yl)pyrrolo[3,2-b]pyridine), Cl.N1=CC(=CC=C1)C(=O)Cl (3-pyridinecarbonyl chloride hydrochloride). Yields the product N1=CC(=CC=C1)C(=O)NC1=CC=C2C(=N1)C(=CN2)C2CCN(CC2)C (5-(N-[3-pyridinecarbonyl]amino)-3-(1-methylpiperidin-4-yl)pyrrolo[3,2-b]pyridine). The yield is 93.2%. Reaction SMILES: [NH2:1][C:2]1[N:7]=[C:6]2[C:8]([CH:11]3[CH2:16][CH2:15][N:14]([CH3:17])[CH2:13][CH2:12]3)=[CH:9][NH:10][C:5]2=[CH:4][CH:3]=1.Cl.[N:19]1[CH:24]=[CH:23][CH:22]=[C:21]([C:25](Cl)=[O:26])[CH:20]=1>>[N:19]1[CH:24]=[CH:23][CH:22]=[C:21]([C:25]([NH:1][C:2]2[N:7]=[C:6]3[C:8]([CH:11]4[CH2:16][CH2:15][N:14]([CH3:17])[CH2:13][CH2:12]4)=[CH:9][NH:10][C:5]3=[CH:4][CH:3]=2)=[O:26])[CH:20]=1 |f:1.2|. Reported procedure: Beginning with 0.078 gm (0.339 mMol) 5-amino-3-(1-methylpiperidin-4-yl)pyrrolo[3,2-b]pyridine and 0.127 gm (0.712 mMol) 3-pyridinecarbonyl chloride hydrochloride, 0.106 gm (82%) of the title compound was recovered as a crystalline solid by the procedure described in Example 16. The reactants are CN1CCOCC1 (4-methyl-morpholine), Cl.NC(C(=O)N)(C)C (2-aminoisobutyric acid amide hydrochloride), O-benztriazol-1-yl-N,N,N','-tetramethyluronium hexafluorophosphate, C(C)(C)(C)OC(=O)N1C(O[C@H]([C@@H]1C[C@H](CC1=CC(=C(C=C1)OC)OCCCOC)C(C)C)C[C@@H](C(C)C)C(=O)O)(C)C (3-tert-butoxycarbonyl-5(S)-(2(S)-carboxy-3-methyl-butyl)-4(S)-{2(S)-isopropyl-3-[4-methoxy-3-(3-methoxypropyloxy)-phenyl]-propyl}-2,2-dimethyl-1,3-oxazolidine). The solvent is CN(C=O)C (dimethylformamide). Reaction conditions: temperature 40 celsius, time 8 day. Yields the product C(C)(C)(C)OC(=O)N1C(O[C@H]([C@@H]1C[C@H](CC1=CC(=C(C=C1)OC)OCCCOC)C(C)C)C[C@@H](C(C)C)C(NC(C)(C)C(N)=O)=O)(C)C (3-Tert-butoxycarbonyl-5(S)-{2-[N-(1-carbamoyl-1-methyl-ethyl)-carbamoyl]-2(S)-isopropyl-ethyl}-4(S)-{2(S)-isopropyl-3-[4-methoxy-3-(3-methoxypropyloxy)-phenyl]-propyl}-2,2-dimethyl-1,3-oxazolidine). Reaction SMILES: CN1CCOCC1.Cl.[NH2:9][C:10]([CH3:15])([CH3:14])[C:11]([NH2:13])=[O:12].[C:16]([O:20][C:21]([N:23]1[C@@H:27]([CH2:28][C@@H:29]([CH:45]([CH3:47])[CH3:46])[CH2:30][C:31]2[CH:36]=[CH:35][C:34]([O:37][CH3:38])=[C:33]([O:39][CH2:40][CH2:41][CH2:42][O:43][CH3:44])[CH:32]=2)[C@H:26]([CH2:48][C@H:49]([C:53](O)=[O:54])[CH:50]([CH3:52])[CH3:51])[O:25][C:24]1([CH3:57])[CH3:56])=[O:22])([CH3:19])([CH3:18])[CH3:17]>CN(C)C=O>[C:16]([O:20][C:21]([N:23]1[C@@H:27]([CH2:28][C@@H:29]([CH:45]([CH3:47])[CH3:46])[CH2:30][C:31]2[CH:36]=[CH:35][C:34]([O:37][CH3:38])=[C:33]([O:39][CH2:40][CH2:41][CH2:42][O:43][CH3:44])[CH:32]=2)[C@H:26]([CH2:48][C@H:49]([C:53](=[O:54])[NH:9][C:10]([C:11](=[O:12])[NH2:13])([CH3:15])[CH3:14])[CH:50]([CH3:51])[CH3:52])[O:25][C:24]1([CH3:56])[CH3:57])=[O:22])([CH3:19])([CH3:18])[CH3:17] |f:1.2|. Reported procedure: 106 μl of 4-methyl-morpholine, 66 mg of 2-aminoisobutyric acid amide hydrochloride and 91 mg of O-benztriazol-1-yl-N,N,N','-tetramethyluronium hexafluorophosphate (HBTU) are added in succession to 119 mg of 3-tert-butoxycarbonyl-5(S)-(2(S)-carboxy-3-methyl-butyl)-4(S)-{2(S)-isopropyl-3-[4-methoxy-3-(3-methoxypropyloxy)-phenyl]-propyl}-2,2-dimethyl-1,3-oxazolidine (Example 124 c) in 8 ml of dimethylformamide. The reaction mixture is stirred for 8 days at 40° C. The mixture is concentrated by evap... The reactants are CC(=O)Cl, Cn1c([N+](=O)[O-])cnc1C1=CNN(N)O1, O, c1ccncc1, c1ccccc1. Product: CC(=O)NN1NC=C(c2ncc([N+](=O)[O-])n2C)O1. RXN SMILES: [CH3:1][C:2]([Cl:3])=[O:4].[NH2:5][N:6]1[O:7][C:8]([c:11]2[n:12]([CH3:19])[c:13]([N+:16](=[O:17])[O-:18])[cH:14][n:15]2)=[CH:9][NH:10]1.[OH2:32].[cH:20]1[cH:21][cH:22][n:23][cH:24][cH:25]1.[cH:26]1[cH:27][cH:28][cH:29][cH:30][cH:31]1>>[CH3:1][C:2](=[O:4])[NH:5][N:6]1[O:7][C:8]([c:11]2[n:12]([CH3:19])[c:13]([N+:16](=[O:17])[O-:18])[cH:14][n:15]2)=[CH:9][NH:10]1. The reactants are O (water), BrC=1C=CC(=NC1)N (5-bromopyridin-2-ylamine), BrCC(=O)C1=CC=C(C=C1)Cl (2-bromo-1-(4-chlorophenyl)-ethanone), C(O)([O-])=O.[Na+] (sodium hydrogencarbonate). Run in C(CC)O (n-propanol). Conditions: temperature 80 celsius. The product is BrC=1C=CC=2N(C1)C=C(N2)C2=CC=C(C=C2)Cl (6-Bromo-2-(4-chlorophenyl)imidazo[1,2-a]pyridine). Isolated yield 69.9%. As a reaction SMILES: [Br:1][C:2]1[CH:3]=[CH:4][C:5]([NH2:8])=[N:6][CH:7]=1.Br[CH2:10][C:11]([C:13]1[CH:18]=[CH:17][C:16]([Cl:19])=[CH:15][CH:14]=1)=O.C(=O)([O-])O.[Na+].O>C(O)CC>[Br:1][C:2]1[CH:3]=[CH:4][C:5]2[N:6]([CH:10]=[C:11]([C:13]3[CH:18]=[CH:17][C:16]([Cl:19])=[CH:15][CH:14]=3)[N:8]=2)[CH:7]=1 |f:2.3|. Procedure details: 2.33 g of 5-bromopyridin-2-ylamine and 3.14 g of 2-bromo-1-(4-chlorophenyl)-ethanone are placed in 110 ml of n-propanol in a round-bottomed flask. 1.58 g of sodium hydrogencarbonate are added. The mixture is heated at 80° C. for 16 h and allowed to cool to ambient temperature. 400 ml of water are added. The precipitate is collected by filtration, washed with water and dried in an oven under reduced pressure. 2.89 g of compound are obtained. 1H NMR spectrum (d6-DMSO, δ in ppm): 7.4 (d, 1H); 7.5 (... Reactants: C1(C=2C(C(=O)O1)=CC=CC2)=O (phthalic anhydride), N1=C(C=CC=C1)CCN (pyridylethylamine). Conditions: temperature 100 celsius. Yields the product N1=C(C=CC=C1)CCN1C(C2=CC=CC=C2C1=O)=O (2-(2-Pyridin-2-yl-ethyl)-isoindol-1,3-dione). Isolated yield 65.9%. As a reaction SMILES: [C:1]1(=[O:11])[O:6][C:4](=O)[C:3]2=[CH:7][CH:8]=[CH:9][CH:10]=[C:2]12.[N:12]1[CH:17]=[CH:16][CH:15]=[CH:14][C:13]=1[CH2:18][CH2:19][NH2:20]>>[N:12]1[CH:17]=[CH:16][CH:15]=[CH:14][C:13]=1[CH2:18][CH2:19][N:20]1[C:1](=[O:11])[C:2]2[C:3](=[CH:7][CH:8]=[CH:9][CH:10]=2)[C:4]1=[O:6]. Procedure details: A mixture of phthalic anhydride 4 (5.0 g, 33.7 mmol) and pyridylethylamine (4.04 mL, 33.7 mmol) were heated together at 100° C. for 4 h. The resulting red oil upon cooling to room temperature yielded an off-white solid that was filtered and dried under vacuum to provide 5 as a white solid (5.6 g, 66%). The reactants are O[C@@H]([C@@H]([C@@H](CO)O)O)C=1N=C(NC1)C(C)=O (1-[4-((1R,2S,3R)-1,2,3,4-Tetrahydroxy-butyl)-1H-imidazol-2-yl]-ethanone), ClC=1C=C(C(=O)NN)C=CC1 (3-chlorobenzoic acid hydrazide). The reagents and catalysts are Cl (hydrochloric acid). Run in O (water), C(C)O (ethanol). Conditions: temperature 50 celsius, time 48 hour. Product: ClC=1C=C(C(=O)NN=C(C)C=2NC=C(N2)[C@H]([C@@H]([C@@H](CO)O)O)O)C=CC1 (3-chloro-N′-(1-(4-((1R,2S,3R)-1,2,3,4-tetrahydroxybutyl)-1H-imidazol-2-yl)ethylidene)benzohydrazide). As a reaction SMILES: [OH:1][C@H:2]([C:9]1[N:10]=[C:11]([C:14](=O)[CH3:15])[NH:12][CH:13]=1)[C@H:3]([OH:8])[C@H:4]([OH:7])[CH2:5][OH:6].[Cl:17][C:18]1[CH:19]=[C:20]([CH:25]=[CH:26][CH:27]=1)[C:21]([NH:23][NH2:24])=[O:22]>C(O)C.O.Cl>[Cl:17][C:18]1[CH:19]=[C:20]([CH:25]=[CH:26][CH:27]=1)[C:21]([NH:23][N:24]=[C:14]([C:11]1[NH:12][CH:13]=[C:9]([C@@H:2]([OH:1])[C@H:3]([OH:8])[C@H:4]([OH:7])[CH2:5][OH:6])[N:10]=1)[CH3:15])=[O:22]. Procedure details: 1-[4-((1R,2S,3R)-1,2,3,4-Tetrahydroxy-butyl)-1H-imidazol-2-yl]-ethanone (194 mg, 0.84 mmol) was suspended in ethanol (4 ml) and water (1 ml). 3-chlorobenzoic acid hydrazide (170 mg, 1.0 mmol, 1.2 eq.) and hydrochloric acid (one drop, 12 N) were added, and the suspension was stirred at 50° C. for 48 hours. LCMS analysis indicated the formation of the product and the absence of starting material. The reaction mixture was cooled to room temperature, and partially concentrated in vacuo. The resultin...